From a dataset of the Open Reaction Database (ORD), a public repository of structured organic reaction records. describe an organic reaction: reactants, conditions, products, and yield The reactants are FC=1C=C2CC(C(C2=CC1)=O)C (5-fluoro-2-methyl-1-indanone), CC(C)([O-])C.[K+] (potassium t-butoxide), CS(=O)C (DMSO), CS(=O)C (DMSO), [Cl-].CSC1=CC=C(C[P+](C2=CC=CC=C2)(C2=CC=CC=C2)C2=CC=CC=C2)C=C1 (p-methylthiobenzyltriphenylphosphonium chloride), CS(=O)C (DMSO). Solvent: O (water), C1=CC=CC=C1 (Benzene). Run at temperature 75 celsius. Yields the product FC=1C=C2CC(C(C2=CC1)=CC1=CC=C(C=C1)SC)C (5-fluoro-2-methyl-1-(p-methylthiobenzylidene)-indane). As a reaction SMILES: CC(C)([O-])C.[K+].CS(C)=O.[Cl-].[CH3:12][S:13][C:14]1[CH:39]=[CH:38][C:17]([CH2:18][P+](C2C=CC=CC=2)(C2C=CC=CC=2)C2C=CC=CC=2)=[CH:16][CH:15]=1.[F:40][C:41]1[CH:42]=[C:43]2[C:47](=[CH:48][CH:49]=1)[C:46](=O)[CH:45]([CH3:51])[CH2:44]2>O.C1C=CC=CC=1>[F:40][C:41]1[CH:42]=[C:43]2[C:47](=[CH:48][CH:49]=1)[C:46](=[CH:18][C:17]1[CH:16]=[CH:15][C:14]([S:13][CH3:12])=[CH:39][CH:38]=1)[CH:45]([CH3:51])[CH2:44]2 |f:0.1,3.4|. Procedure: 169 Mg. (1.5 mm) of potassium t-butoxide is dissolved in 2 ml. of DMSO and treated with 651 mg. (1.5 mm) of p-methylthiobenzyltriphenylphosphonium chloride dissolved in 1 ml. of DMSO. To this solution is added 270 mg. (1.65 mm) of 5-fluoro-2-methyl-1-indanone in 2 ml. of DMSO. The solution is heated at 75°C for 15.5 hours. Benzene and water are added and the benzene layer is washed five times with water. The benzene layer is dried over Na2SO4 and evaporated to dryness under vacuum. The weight is... The reactants are C(C#C)OC(C1=CC(OC)=C(O)C(OC)=C1)=O (syringic acid propargyl ester), C(\C=C(/C)\CCC=C(C)C)Br (geranyl bromide). Yields the product C(C#C)OC(C1=CC(=C(C(=C1)OC)OCC=C(CCC=C(C)C)C)OC)=O (4-[(3,7-dimethyl-2,6-octadienyl)oxy]-3,5-dimethoxy benzoic acid propargyl ester). As a reaction SMILES: [CH2:1]([O:4][C:5](=[O:17])[C:6]1[CH:16]=[C:13]([O:14][CH3:15])[C:11]([OH:12])=[C:8]([O:9][CH3:10])[CH:7]=1)[C:2]#[CH:3].[CH2:18](Br)/[CH:19]=[C:20](/[CH2:22][CH2:23][CH:24]=[C:25]([CH3:27])[CH3:26])\[CH3:21]>>[CH2:1]([O:4][C:5](=[O:17])[C:6]1[CH:16]=[C:13]([O:14][CH3:15])[C:11]([O:12][CH2:18][CH:19]=[C:20]([CH3:21])[CH2:22][CH2:23][CH:24]=[C:25]([CH3:27])[CH3:26])=[C:8]([O:9][CH3:10])[CH:7]=1)[C:2]#[CH:3]. Procedure: By utilizing the procedure of Example 1 by reacting syringic acid propargyl ester with geranyl bromide, there is obtained 4-[(3,7-dimethyl-2,6-octadienyl)oxy]-3,5-dimethoxy benzoic acid propargyl ester; nD21 = 1.5320 Reactants: ClS(=O)(=O)C[C@@H](C(=O)OCC1=CC=CC=C1)C (benzyl 3-chlorosulfonyl-2(R)-methylpropionate), N1CCCCC1 (piperdine). Solvent: C(Cl)Cl (CH2Cl2). Conditions: temperature 0 celsius, time 1 hour. Product: N1(CCCCC1)S(=O)(=O)C[C@@H](C(=O)OCC1=CC=CC=C1)C (benzyl 3-(1-piperidinyl)sulfonyl-2(R)-methylpropionate). Reaction SMILES: Cl[S:2]([CH2:5][C@H:6]([CH3:17])[C:7]([O:9][CH2:10][C:11]1[CH:16]=[CH:15][CH:14]=[CH:13][CH:12]=1)=[O:8])(=[O:4])=[O:3].[NH:18]1[CH2:23][CH2:22][CH2:21][CH2:20][CH2:19]1>C(Cl)Cl>[N:18]1([S:2]([CH2:5][C@H:6]([CH3:17])[C:7]([O:9][CH2:10][C:11]2[CH:16]=[CH:15][CH:14]=[CH:13][CH:12]=2)=[O:8])(=[O:4])=[O:3])[CH2:23][CH2:22][CH2:21][CH2:20][CH2:19]1. Procedure: A 100 mL round bottom flask equipped with magnetic stir bar was charged with 1 g benzyl 3-chlorosulfonyl-2(R)-methylpropionate from Example 3 in 25 mL CH2Cl2. The solution was cooled to 0° C. and 4 mL of piperdine was slowly added. The reaction was stirred 1 hour then concentrated in vacuo. The residue was partioned between ethyl acetate and water. The organic phase was washed with brine, dried, and concentrated in vacuo to give 1 g of benzyl 3-(1-piperidinyl)sulfonyl-2(R)-methylpropionate suita... Reactants: Cl[O-].[Na+] (sodium hypochlorite), S(=S)(=O)([O-])[O-].[Na+].[Na+] (sodium thiosulfate), ClC1=NC=2C=C3C(=CC2C(=C1)C)OC(C=C3)(C)C (7-chloro-2,2,9-trimethyl-2H-pyrano[2,3-g]quinoline), CN1C=NC=C1 (N-methyl imidazole), Cl[O-].[Na+] (sodium hypochlorite). The solvent is C(C)(=O)OCC (ethyl acetate). Conditions: time 40 minute. Yields the product ClC1=NC=2C=C3C(=CC2C(=C1)C)OC([C@@H]1[C@H]3O1)(C)C ((3S*,4S*)-7-chloro-3,4-epoxy-2,2,9-trimethyl-3,4-dihydro-2H-pyrano[2,3-g]quinoline). Isolated yield 94.0%. Reaction SMILES: [Cl:1][C:2]1[CH:11]=[C:10]([CH3:12])[C:9]2[CH:8]=[C:7]3[O:13][C:14]([CH3:18])([CH3:17])[CH:15]=[CH:16][C:6]3=[CH:5][C:4]=2[N:3]=1.CN1C=CN=C1.Cl[O-].[Na+].S([O-])([O-])(=[O:30])=S.[Na+].[Na+]>C(OCC)(=O)C>[Cl:1][C:2]1[CH:11]=[C:10]([CH3:12])[C:9]2[CH:8]=[C:7]3[O:13][C:14]([CH3:18])([CH3:17])[C@H:15]4[O:30][C@H:16]4[C:6]3=[CH:5][C:4]=2[N:3]=1 |f:2.3,4.5.6|. Reported procedure: To a solution of 7-chloro-2,2,9-trimethyl-2H-pyrano[2,3-g]quinoline (200 mg, 0.77 mmol) in ethyl acetate (3.0 mL), N-methyl imidazole (0.012 mL, 0.154 mmol) and ent-Ph,Ph salen manganese complex (8.0 mg, 0.0077 mmol) were added at room temperature and aqueous sodium hypochlorite solution (1.0 g, 1.513 mol/kg, 1.54 mmol) was added dropwise, and the resulting mixture was stirred for 40 minutes. Aqueous sodium hypochlorite solution (1.0 g, 1.513 mol/kg, 1.54 mmol) was added dropwise, and the result... Reactants: CC(=O)O[BH-](OC(C)=O)OC(C)=O, C=O, CN1CCOCC1, CC(C)=O, CC(Cl)Cl, NC1CCC(N2CCC(NC(=O)OCc3ccccc3)C2=O)C(C(=O)O)C1, [Na+], O. The product is CC(C)N(C)C1CCC(N2CCC(NC(=O)OCc3ccccc3)C2=O)C(C(=O)O)C1. Reaction SMILES: [C:39]([O:40][BH-:41]([O:42][C:43](=[O:44])[CH3:45])[O:46][C:47](=[O:48])[CH3:49])(=[O:50])[CH3:51].[CH2:53]=[O:54].[CH3:28][N:29]1[CH2:30][CH2:31][O:32][CH2:33][CH2:34]1.[CH3:35][C:36]([CH3:37])=[O:38].[Cl:55][CH:56]([Cl:57])[CH3:58].[NH2:1][CH:2]1[CH2:3][CH2:4][CH:5]([N:11]2[C:12](=[O:27])[CH:13]([NH:16][C:17](=[O:18])[O:19][CH2:20][c:21]3[cH:22][cH:23][cH:24][cH:25][cH:26]3)[CH2:14][CH2:15]2)[CH:6]([C:8](=[O:9])[OH:10])[CH2:7]1.[Na+:52].[OH2:59]>>[N:1]([CH:2]1[CH2:3][CH2:4][CH:5]([N:11]2[C:12](=[O:27])[CH:13]([NH:16][C:17](=[O:18])[O:19][CH2:20][c:21]3[cH:22][cH:23][cH:24][cH:25][cH:26]3)[CH2:14][CH2:15]2)[CH:6]([C:8](=[O:9])[OH:10])[CH2:7]1)([CH3:28])[CH:36]([CH3:35])[CH3:37]. Reactants: ClC1=NC=CC=C1[N+](=O)[O-] (2-chloro-3-nitropyridine), C([O-])([O-])=O.[K+].[K+] (potassium carbonate), CN(C)C=O (DMF), N[C@H](CO)C ((S)-2-aminopropane-1-ol). Solvent: O (water). Conditions: time 45 minute. Yields the product [N+](=O)([O-])C=1C(=NC=CC1)N[C@H](CO)C ((S)-2-(3-nitropyridin-2-ylamino)propane-1-ol). The yield is 114.3%. As a reaction SMILES: Cl[C:2]1[C:7]([N+:8]([O-:10])=[O:9])=[CH:6][CH:5]=[CH:4][N:3]=1.C(=O)([O-])[O-].[K+].[K+].CN(C=O)C.[NH2:22][C@@H:23]([CH3:26])[CH2:24][OH:25]>O>[N+:8]([C:7]1[C:2]([NH:22][C@@H:23]([CH3:26])[CH2:24][OH:25])=[N:3][CH:4]=[CH:5][CH:6]=1)([O-:10])=[O:9] |f:1.2.3|. Reported procedure: A 100-mL round bottomed flask equipped with a magnetic stir bar was charged with 2-chloro-3-nitropyridine (4.0 g, 25.2 mmol), potassium carbonate (4.18 g, 30.3 mmol), and DMF (25 mL). Next, (S)-2-aminopropane-1-ol (1.990 g, 26.5 mmol) was added at rt. The yellow mixture was stirred at rt for 45 min, then was heated to 50° C. for 22 h. Heating was discontinued, and after the mixture had cooled, it was diluted with water (50 mL) and extracted with ethyl acetate. The organic phase was separated and...